From a dataset of the Open Reaction Database (ORD), a public repository of structured organic reaction records. describe an organic reaction: reactants, conditions, products, and yield Starting materials: O (water), C1OC=2C=C(C=CC(=O)O)C=CC2O1 (3,4-methylenedioxycinnamic acid), [H][H] (hydrogen). The reagents and catalysts are [Pd] (Pd-C). Run in [OH-].[Na+] (NaOH). Yields the product C1OC=2C=C(C=CC2O1)CCC(=O)O (3-(3,4-methylenedioxyphenyl) propanoic acid). Yield: 97.0%. RXN SMILES: [CH2:1]1[O:14][C:13]2[CH:12]=[CH:11][C:5]([CH:6]=[CH:7][C:8]([OH:10])=[O:9])=[CH:4][C:3]=2[O:2]1.O.[H][H]>[OH-].[Na+].[Pd]>[CH2:1]1[O:14][C:13]2[CH:12]=[CH:11][C:5]([CH2:6][CH2:7][C:8]([OH:10])=[O:9])=[CH:4][C:3]=2[O:2]1 |f:3.4|. Procedure details: To a solution of 10.0 g of 3,4-methylenedioxycinnamic acid dissolved in 130 ml of 10% NaOH and 80 ml of distilled water was added 1.0 g of 5% Pd-C. This mixture was reacted at 40 psi until the consumption of hydrogen gas was ceased and then filtered through a Celite layer. The filtrate was acidified with concentrated hydrochloric acid, allowed to be cooled and filtered to give solids. The obtained solids were washed twice with 100 ml of cold water and dried to provide 9.8 g(yield 97%) of 3-(3,4-... The reactants are FC1C[C@H](N(C1)C(=O)OCC1=CC=CC=C1)C(=O)OC(C)(C)C (1-benzyl 2-tert-butyl(2S)-4-fluoropyrrolidine-1,2-dicarboxylate). The reagents and catalysts are [C].[Pd] (palladium-carbon). Solvent: CO (methanol). Yields the product FC1C[C@H](NC1)C(=O)OC(C)(C)C (tert-butyl 4-fluoro-L-prolinate). The yield is 96.2%. RXN SMILES: [F:1][CH:2]1[CH2:6][N:5](C(OCC2C=CC=CC=2)=O)[C@H:4]([C:17]([O:19][C:20]([CH3:23])([CH3:22])[CH3:21])=[O:18])[CH2:3]1>CO.[C].[Pd]>[F:1][CH:2]1[CH2:6][NH:5][C@H:4]([C:17]([O:19][C:20]([CH3:23])([CH3:22])[CH3:21])=[O:18])[CH2:3]1 |f:2.3|. Procedure: 1.25 g of the compound obtained in step 5-3 and 250 mg of 10% palladium-carbon were stirred for 1 hour at room temperature and under a hydrogen atmosphere in 12.5 mL of methanol. The insolubles were filtered off and the filtrate was concentrated under reduced pressure to obtain 704 mg of the titled compound (colorless oily substance). Starting materials: C(C)(=O)NC1=C(C=C(C=C1)SCOC)[N+](=O)[O-] (1-acetamido-2-nitro-4-methoxymethylthiobenzene), [OH-].[Na+] (sodium hydroxide). Solvent: CO (methanol). The product is NC1=C(C=C(C=C1)SCOC)[N+](=O)[O-] (1-amino-2-nitro-4-methoxymethylthiobenzene). As a reaction SMILES: C([NH:4][C:5]1[CH:10]=[CH:9][C:8]([S:11][CH2:12][O:13][CH3:14])=[CH:7][C:6]=1[N+:15]([O-:17])=[O:16])(=O)C.[OH-].[Na+]>CO>[NH2:4][C:5]1[CH:10]=[CH:9][C:8]([S:11][CH2:12][O:13][CH3:14])=[CH:7][C:6]=1[N+:15]([O-:17])=[O:16] |f:1.2|. Procedure details: 1.4 G. of 1-acetamido-2-nitro-4-methoxymethylthiobenzene is treated on a steam bath for 15 minutes with 3 ml. 5N sodium hydroxide and 6 ml. methanol. The mixture is concentrated, extracted with chloroform and the chloroform extracts dried and stripped yielding 1-amino-2-nitro-4-methoxymethylthiobenzene as a red solid. The reactants are COCCCO (3-methoxy-1-propanol), N(=NC(=O)OCC)C(=O)OCC (Diethyl azodicarboxylate), ClC1=CC(=C(NC2=NC=NC3=CC(=C(C=C23)OC)O)C=C1)F (4-(4-chloro-2-fluoroanilino)-7-hydroxy-6-methoxyquinazoline), C1(=CC=CC=C1)P(C1=CC=CC=C1)C1=CC=CC=C1 (triphenylphosphine). The solvent is C(Cl)Cl (methylene chloride). Conditions: temperature 0 celsius, time 18 hour. Product: Cl.ClC1=CC(=C(NC2=NC=NC3=CC(=C(C=C23)OC)OCCCOC)C=C1)F (4-(4-chloro-2-fluoroanilino)-6-methoxy-7-(3-methoxypropoxy)quinazoline hydrochloride). Isolated yield 58.4%. RXN SMILES: N(C(OCC)=O)=NC(OCC)=O.[Cl:13][C:14]1[CH:33]=[CH:32][C:17]([NH:18][C:19]2[C:28]3[C:23](=[CH:24][C:25]([OH:31])=[C:26]([O:29][CH3:30])[CH:27]=3)[N:22]=[CH:21][N:20]=2)=[C:16]([F:34])[CH:15]=1.C1(P(C2C=CC=CC=2)C2C=CC=CC=2)C=CC=CC=1.[CH3:54][O:55][CH2:56][CH2:57][CH2:58]O>C(Cl)Cl>[ClH:13].[Cl:13][C:14]1[CH:33]=[CH:32][C:17]([NH:18][C:19]2[C:28]3[C:23](=[CH:24][C:25]([O:31][CH2:58][CH2:57][CH2:56][O:55][CH3:54])=[C:26]([O:29][CH3:30])[CH:27]=3)[N:22]=[CH:21][N:20]=2)=[C:16]([F:34])[CH:15]=1 |f:5.6|. Procedure details: Diethyl azodicarboxylate (123 μl, 0.88 mmol) was added portionwise to a mixture of 4-(4-chloro-2-fluoroanilino)-7-hydroxy-6-methoxyquinazoline (250 mg, 0.8 mmol), (prepared as described for the starting material in Example 4), triphenylphosphine (228 mg, 0.96 mmol) and 3-methoxy-1-propanol (71 mg, 0.8 mmol) in methylene chloride (20 ml) cooled at 0° C. The mixture was then allowed to warn to ambient temperature and stirred for 18 hours. The resulting precipitate was removed by filtration and the... Reactants: ClC1=CC=C(C=C1)CC(=O)O (4-chlorophenylacetic acid), NC(C(=O)OCC(C)C)CC (iso-butyl 2-aminobutyrate). RXN SMILES: [Cl:1][C:2]1[CH:7]=[CH:6][C:5]([CH2:8][C:9]([OH:11])=O)=[CH:4][CH:3]=1.[NH2:12][CH:13]([CH2:21][CH3:22])[C:14]([O:16][CH2:17][CH:18]([CH3:20])[CH3:19])=[O:15]>>[CH2:17]([O:16][C:14](=[O:15])[CH:13]([NH:12][C:9](=[O:11])[CH2:8][C:5]1[CH:4]=[CH:3][C:2]([Cl:1])=[CH:7][CH:6]=1)[CH2:21][CH3:22])[CH:18]([CH3:19])[CH3:20]. Yields the product C(C(C)C)OC(C(CC)NC(CC1=CC=C(C=C1)Cl)=O)=O (2-[(4-chlorophenyl)acetamido]butyric acid iso-butyl ester). Procedure: Following General Procedure BI above and using 4-chlorophenylacetic acid (Aldrich) and iso-butyl 2-aminobutyrate (prepared following General Procedure BJ above), the title compound was prepared. The reaction was monitored by tlc on silica gel and purification was by filtration as described in the general procedure. The reactants are FC1=CC2=C(C(=NO2)C2CCNCC2)C=C1 (6-fluoro-3-(4-piperidinyl)-1,2-benzisoxazole), ClCCCOC1=C(C=C2C=CNC2=C1)OC (6-(3-chloropropoxy)-5-methoxyindole), CO3, C(C)#N (acetonitrile). The solvent is O (water). The product is FC1=CC2=C(C(=NO2)C2CCN(CC2)CCCOC2=C(C=C3C=CNC3=C2)OC)C=C1 (6-Fluoro-3-[1-[3-[(5-methoxy-1H-indol-6-yl)oxy]propyl]-4-piperidinyl]-1,2-benzisoxazole). The yield is 90.8%. Reaction SMILES: [F:1][C:2]1[CH:16]=[CH:15][C:5]2[C:6]([CH:9]3[CH2:14][CH2:13][NH:12][CH2:11][CH2:10]3)=[N:7][O:8][C:4]=2[CH:3]=1.Cl[CH2:18][CH2:19][CH2:20][O:21][C:22]1[CH:30]=[C:29]2[C:25]([CH:26]=[CH:27][NH:28]2)=[CH:24][C:23]=1[O:31][CH3:32].C(#N)C>O>[F:1][C:2]1[CH:16]=[CH:15][C:5]2[C:6]([CH:9]3[CH2:10][CH2:11][N:12]([CH2:18][CH2:19][CH2:20][O:21][C:22]4[CH:30]=[C:29]5[C:25]([CH:26]=[CH:27][NH:28]5)=[CH:24][C:23]=4[O:31][CH3:32])[CH2:13][CH2:14]3)=[N:7][O:8][C:4]=2[CH:3]=1. Reported procedure: A mixture of 6-fluoro-3-(4-piperidinyl)-1,2-benzisoxazole (2.5 g, 11.5 mmol), 6-(3-chloropropoxy)-5-methoxyindole (2.5 g, 10.4 mmol), K2 CO3 (1.6 g, 11.5 mmol), KI (200 mg) and acetonitrile (100 ml) was stirred at reflux under nitrogen for 40 hours. The cooled reaction was poured into water and extracted with ethyl acetate. The ethyl acetate extract was washed with water, washed with brine, dried with MgSO4 and concentrated to yield 4.0 g of a solid. The compound was recrystallized from ethanol ...